Task: describe an organic reaction: reactants, conditions, products, and yield. Dataset: the Open Reaction Database (ORD), a public repository of structured organic reaction records The reactants are C(CO)=O (glycolaldehyde), CC1(CNCCO1)C (2,2-dimethylmorpholine), [BH-](OC(=O)C)(OC(=O)C)OC(=O)C.[Na+] (NaBH(OAc)3). Solvent: ClCCCl (1,2-dichloroethane). Reaction conditions: time 30 minute. Yields the product CC1(CN(CCO1)CCO)C (2-(2,2-Dimethyl-morpholin-4-yl)-ethanol). RXN SMILES: [CH3:1][C:2]1([CH3:8])[O:7][CH2:6][CH2:5][NH:4][CH2:3]1.[CH:9](=O)[CH2:10][OH:11].[BH-](OC(C)=O)(OC(C)=O)OC(C)=O.[Na+]>ClCCCl>[CH3:1][C:2]1([CH3:8])[O:7][CH2:6][CH2:5][N:4]([CH2:9][CH2:10][OH:11])[CH2:3]1 |f:2.3|. Procedure details: Dissolve 2,2-dimethylmorpholine (151 mg, 1.0 mmol) in 1,2-dichloroethane (3 mL) and add glycolaldehyde (60 mg, 1.0 mmol). Stir at room temperature for 30 min followed by addition of NaBH(OAc)3 (233 mg, 1.1 mmol). Stir 3 h, then quench by adding 30 mL of 1N NaOH. Pour into a separatory funnel and extract with EtOAc (2×50 mL). Wash the combined organic layers with brine (50 mL). The crude alcohol was used as is without further purification. MS (ES+) 160.2 (M+1)+. Reactants: ON(C(OCC)=O)C1=CC=CC=C1 (Ethyl N-hydroxy-N-phenylcarbamate), [OH-].[K+] (potassium hydroxide), ClC1=NC=CN=C1 (chloropyrazine). Run in C(C)O (ethanol). Conditions: time 30 minute. Yields the product C(C)OC(=O)NC1=CC=C(C=C1)C=1N=CC(NC1)=O (5-(4-Ethoxycarbonylaminophenyl)-2(1H)-pyrazinone). Yield: 15.9%. RXN SMILES: O[N:2]([C:8]1[CH:13]=[CH:12][CH:11]=[CH:10][CH:9]=1)[C:3](=[O:7])[O:4][CH2:5][CH3:6].[OH-:14].[K+].Cl[C:17]1[CH:22]=[N:21][CH:20]=[CH:19][N:18]=1>C(O)C>[CH2:5]([O:4][C:3]([NH:2][C:8]1[CH:13]=[CH:12][C:11]([C:20]2[N:21]=[CH:22][C:17](=[O:14])[NH:18][CH:19]=2)=[CH:10][CH:9]=1)=[O:7])[CH3:6] |f:1.2|. Procedure details: Ethyl N-hydroxy-N-phenylcarbamate (7.9 g) was added to a solution of potassium hydroxide (2.45 g) in ethanol (125 ml). After the solution had been stirred for 30 minutes, chloropyrazine (5 g) and a small amount of molecular sieve (4 A) pellets were added. The solution was stirred for two hours and allowed to stand for 144 hours to give a dark brown solution. This solution was evaporated under reduced pressure to give an oil which was washed with dilute acetic acid and solidified. This solid was ... Reactants: CCN1CCC(=O)CC1, COc1ccc(CC2CNc3ccccc32)cc1. Yields the product CCN1CCC(N2CC(Cc3ccc(OC)cc3)c3ccccc32)CC1. Reaction SMILES: [CH2:19]([CH3:20])[N:21]1[CH2:22][CH2:23][C:24](=[O:27])[CH2:25][CH2:26]1.[CH3:1][O:2][c:3]1[cH:4][cH:5][c:6]([CH2:7][CH:8]2[CH2:9][NH:10][c:11]3[cH:12][cH:13][cH:14][cH:15][c:16]32)[cH:17][cH:18]1>>[CH3:1][O:2][c:3]1[cH:4][cH:5][c:6]([CH2:7][CH:8]2[CH2:9][N:10]([CH:24]3[CH2:23][CH2:22][N:21]([CH2:19][CH3:20])[CH2:26][CH2:25]3)[c:11]3[cH:12][cH:13][cH:14][cH:15][c:16]32)[cH:17][cH:18]1. Starting materials: [I-].C(#N)C=1C=C(CN2C(=CC3=CC(=CC=C23)F)C(=O)NCC2=CC=C(C=C2)[N+](C)(C)C)C=CC1 ([4-({[1-(3-cyano-benzyl)-5-fluoro-1H-indole-2-carbonyl]-amino}-methyl)-phenyl]-trimethyl-ammonium iodide), Cl (hydrogen chloride), N (ammonia), C(C)(=O)O.FC(C(=O)O)(F)F (trifluoroacetic acid acetic acid). Product: C(C)(=O)O.C(C)(=O)[O-].C(N)(=N)C=1C=C(CN2C(=CC3=CC(=CC=C23)F)C(=O)NCC2=CC=C(C=C2)[N+](C)(C)C)C=CC1 ([4-({[1-(3-Amidino-benzyl)-5fluoro-1H -indole-2-carbonyl]-amino}-methyl)-phenyl]-trimethyl-ammonium acetate acetic acid salt). RXN SMILES: [I-].[C:2]([C:4]1[CH:5]=[C:6]([CH:32]=[CH:33][CH:34]=1)[CH2:7][N:8]1[C:16]2[C:11](=[CH:12][C:13]([F:17])=[CH:14][CH:15]=2)[CH:10]=[C:9]1[C:18]([NH:20][CH2:21][C:22]1[CH:27]=[CH:26][C:25]([N+:28]([CH3:31])([CH3:30])[CH3:29])=[CH:24][CH:23]=1)=[O:19])#[N:3].Cl.[NH3:36].[C:37]([OH:40])(=[O:39])[CH3:38].F[C:42](F)(F)[C:43]([OH:45])=[O:44]>>[C:37]([OH:40])(=[O:39])[CH3:38].[C:43]([O-:45])(=[O:44])[CH3:42].[C:2]([C:4]1[CH:5]=[C:6]([CH:32]=[CH:33][CH:34]=1)[CH2:7][N:8]1[C:16]2[C:11](=[CH:12][C:13]([F:17])=[CH:14][CH:15]=2)[CH:10]=[C:9]1[C:18]([NH:20][CH2:21][C:22]1[CH:23]=[CH:24][C:25]([N+:28]([CH3:30])([CH3:31])[CH3:29])=[CH:26][CH:27]=1)=[O:19])(=[NH:36])[NH2:3] |f:0.1,4.5,6.7.8|. Reported procedure: This compound was prepared from [4-({[1-(3-cyano-benzyl)-5-fluoro-1H-indole-2-carbonyl]-amino}-methyl)-phenyl]-trimethyl-ammonium iodide, hydrogen chloride, and liquid ammonia analogously to example 19/3. Instead of trifluoroacetic acid acetic acid was used for chromatography. Yield: 74%. M.p. 172° C. (dec.). MS: 458.2 (M+). The reactants are CCOC(=O)NNc1cc(C)c(-c2ccc(Br)cc2)nn1, CCO, [H][H], [NH4+], [OH-]. Product: CCOC(=O)NNc1cc(C)c(-c2ccccc2)nn1. RXN SMILES: [Br:1][c:2]1[cH:3][cH:4][c:5](-[c:8]2[c:9]([CH3:21])[cH:10][c:11]([NH:14][NH:15][C:16](=[O:17])[O:18][CH2:19][CH3:20])[n:12][n:13]2)[cH:6][cH:7]1.[CH3:26][CH2:27][OH:28].[H:24][H:25].[NH4+:22].[OH-:23]>>[cH:2]1[cH:3][cH:4][c:5](-[c:8]2[c:9]([CH3:21])[cH:10][c:11]([NH:14][NH:15][C:16](=[O:17])[O:18][CH2:19][CH3:20])[n:12][n:13]2)[cH:6][cH:7]1. Reactants: C(C)(C)(C)OC(COC1=C(C=C(C=C1)SCC#C)C)=O ((2-methyl-4-prop-2-ynylsulfanyl-phenoxy)-acetic acid tert-butyl ester), IC1=CC=C(C=C1)OC (1-iodo-4-methoxy-benzene). Product: C(C)(C)(C)OC(COC1=C(C=C(C=C1)SCC#CC1=CC=C(C=C1)OC)C)=O ({4-[3-(4-Methoxy-phenyl)-prop-2-ynylsulfanyl]-2-methyl-phenoxy}-acetic acid tert-butyl ester). RXN SMILES: [C:1]([O:5][C:6](=[O:20])[CH2:7][O:8][C:9]1[CH:14]=[CH:13][C:12]([S:15][CH2:16][C:17]#[CH:18])=[CH:11][C:10]=1[CH3:19])([CH3:4])([CH3:3])[CH3:2].I[C:22]1[CH:27]=[CH:26][C:25]([O:28][CH3:29])=[CH:24][CH:23]=1>>[C:1]([O:5][C:6](=[O:20])[CH2:7][O:8][C:9]1[CH:14]=[CH:13][C:12]([S:15][CH2:16][C:17]#[C:18][C:22]2[CH:27]=[CH:26][C:25]([O:28][CH3:29])=[CH:24][CH:23]=2)=[CH:11][C:10]=1[CH3:19])([CH3:4])([CH3:3])[CH3:2]. Procedure: In analogy to the procedure described in example 5B], (2-methyl-4-prop-2-ynylsulfanyl-phenoxy)-acetic acid tert-butyl ester (example 5A]) and 1-iodo-4-methoxy-benzene gave the title compound as a yellow oil.